describe an organic reaction: reactants, conditions, products, and yield From a dataset of the Open Reaction Database (ORD), a public repository of structured organic reaction records. The reactants are [BH4-], CCOCC, [Cl-], [Cl-], Cl, CCOC(=O)C(Cc1cccc(C(F)(F)F)c1)C(=O)c1ccc(F)cc1, [Na+], [Zn+2]. Product: CCOC(=O)C(Cc1cccc(C(F)(F)F)c1)C(O)c1ccc(F)cc1. RXN SMILES: [BH4-:1].[CH3:30][CH2:31][O:32][CH2:33][CH3:34].[Cl-:35].[Cl-:37].[ClH:29].[F:3][c:4]1[cH:5][cH:6][c:7]([C:10]([CH:11]([C:12](=[O:13])[O:14][CH2:15][CH3:16])[CH2:17][c:18]2[cH:19][c:20]([C:24]([F:25])([F:26])[F:27])[cH:21][cH:22][cH:23]2)=[O:28])[cH:8][cH:9]1.[Na+:2].[Zn+2:36]>>[F:3][c:4]1[cH:5][cH:6][c:7]([CH:10]([CH:11]([C:12](=[O:13])[O:14][CH2:15][CH3:16])[CH2:17][c:18]2[cH:19][c:20]([C:24]([F:25])([F:26])[F:27])[cH:21][cH:22][cH:23]2)[OH:28])[cH:8][cH:9]1.